describe an organic reaction: reactants, conditions, products, and yield From a dataset of the Open Reaction Database (ORD), a public repository of structured organic reaction records. Reactants: C(C)(=O)OCC (ethyl acetate), FC1=CC=C(C=C1)S(=O)(=O)NCC(=O)OC(C)(C)C (N-[(4-flouro-phenyl)sulphonyl]glycine, 1,1-dimethylethyl ester), C1(=CC=CC=C1)S (thiophenol), C([O-])([O-])=O.[K+].[K+] (potassium carbonate). The solvent is O (water), CN(C=O)C (dimethylformamide). Run at temperature 70 celsius. The product is C1(=CC=CC=C1)SC1=CC=C(C=C1)S(=O)(=O)NCC(=O)OC(C)(C)C (N-[[4-(phenylthio)phenyl]sulfonyl]glycine, 1,1-dimethylethyl ester). Yield: 96.9%. Reaction SMILES: F[C:2]1[CH:7]=[CH:6][C:5]([S:8]([NH:11][CH2:12][C:13]([O:15][C:16]([CH3:19])([CH3:18])[CH3:17])=[O:14])(=[O:10])=[O:9])=[CH:4][CH:3]=1.[C:20]1([SH:26])[CH:25]=[CH:24][CH:23]=[CH:22][CH:21]=1.C(=O)([O-])[O-].[K+].[K+].C(OCC)(=O)C>CN(C)C=O.O>[C:20]1([S:26][C:2]2[CH:7]=[CH:6][C:5]([S:8]([NH:11][CH2:12][C:13]([O:15][C:16]([CH3:19])([CH3:18])[CH3:17])=[O:14])(=[O:10])=[O:9])=[CH:4][CH:3]=2)[CH:25]=[CH:24][CH:23]=[CH:22][CH:21]=1 |f:2.3.4|. Procedure: To a solution of 12.0 g (41.6 mmol) of N-[(4-fluorophenyl)sulfonyl]glycine, 1,1-dimethylethyl ester from Example 5a and 12.8 mL (125 mmol) of thiophenol in 80 mL of anhydrous dimethylformamide, previously degassed by passing nitrogen through the solution, was added 17.3 g (125 mmol) of powdered potassium carbonate. The mixture was vigorously stirred and warmed to 70° C. and maintained there for 13 hours, cooled and ethyl acetate and water added. The organic layer was separated, washed four times... Run at temperature -40 celsius, time 4 hour. Reactants: BrC=1C=NC=C(C=O)C1 (5-bromonicotinaldehyde), C(C)S(=O)(=O)N (ethanesulfonamide), C1(CC1)[Mg]Br (cyclopropylmagnesium bromide). The solvent is C1(=CC=CC=C1)C (toluene). Procedure: A mixture of 5-bromonicotinaldehyde (372 mg, 2 mmol), ethanesulfonamide (273 mg, 2.500 mmol) and titanium(IV) isopropoxide (1172 μl, 4.00 mmol) in toluene (20 mL) was heated to reflux for 2 h. After concentration, the residue was dissolved in THF (25 mL) and cooled to −40° C. A solution of cyclopropylmagnesium bromide (10 mL, 5.00 mmol) was added dropwise and the resulting mixture was slowly warmed up to −20° C. and stirred at this temperature for 4 h. After quenching by saturated NH4Cl solution... RXN SMILES: [Br:1][C:2]1[CH:3]=[N:4][CH:5]=[C:6]([CH:9]=1)[CH:7]=O.[CH2:10]([S:12]([NH2:15])(=[O:14])=[O:13])[CH3:11].[CH:16]1([Mg]Br)[CH2:18][CH2:17]1>C1(C)C=CC=CC=1.CC(C)[O-].[Ti+4].CC(C)[O-].CC(C)[O-].CC(C)[O-]>[Br:1][C:2]1[CH:9]=[C:6]([CH:7]([CH:16]2[CH2:18][CH2:17]2)[NH:15][S:12]([CH2:10][CH3:11])(=[O:14])=[O:13])[CH:5]=[N:4][CH:3]=1 |f:4.5.6.7.8|. Reagents/catalysts: CC([O-])C.[Ti+4].CC([O-])C.CC([O-])C.CC([O-])C (titanium(IV) isopropoxide). Product: BrC=1C=C(C=NC1)C(NS(=O)(=O)CC)C1CC1 (N-((5-bromopyridin-3-yl)(cyclopropyl)methyl)ethanesulfonamide). Isolated yield 67.4%. The reactants are C(C1=CC=CC=C1)OC1=CC=C(OC2=CC3=C(NCCNS3(=O)=O)C=C2)C=C1 (8-[4-(benzyloxy)phenoxy]-2,3,4,5-tetrahydro-1,2,5-benzothiadiazepine 1,1-dioxide). Reagents/catalysts: Cl (HCl), [Pd] (palladium-on-carbon). The solvent is C(C)O (ethanol), O1CCOCC1 (dioxane). Product: O=S1(NCCNC2=C1C=C(C=C2)OC2=CC=C(C=C2)O)=O (4-[(1,1-dioxido-2,3,4,5-tetrahydro-1,2,5-benzothiadiazepin-8-yl)oxy]-phenol). RXN SMILES: C([O:8][C:9]1[CH:28]=[CH:27][C:12]([O:13][C:14]2[CH:26]=[CH:25][C:17]3[NH:18][CH2:19][CH2:20][NH:21][S:22](=[O:24])(=[O:23])[C:16]=3[CH:15]=2)=[CH:11][CH:10]=1)C1C=CC=CC=1>C(O)C.Cl.O1CCOCC1.[Pd]>[O:24]=[S:22]1(=[O:23])[C:16]2[CH:15]=[C:14]([O:13][C:12]3[CH:27]=[CH:28][C:9]([OH:8])=[CH:10][CH:11]=3)[CH:26]=[CH:25][C:17]=2[NH:18][CH2:19][CH2:20][NH:21]1. Procedure details: The product of Example 8 (0.76 mmol) is hydrogenated for 1 hour at atmospheric pressure in 60 ml of ethanol in the presence of 30 mg of 10% palladium-on-carbon and 2 drops of 4N HCl solution in dioxane. The catalyst is removed by filtration and the filtrate is evaporated to dryness. The residue is taken up in the hot state in ethyl acetate. The organic phase is washed with 1% NaHCO3 solution and then with saturated NaCl solution, dried (MgSO4), filtered and evaporated. The residue is triturated ... Starting materials: (E)-di(μ-acetato)bis(o-(di-o-tolylphosphino)benzyl)dipalladium(II), F[B-](F)(F)F.C(C)(C)(C)P(C(C)(C)C)C(C)(C)C (tri-tert-butylphosphine tetrafluoroborate), FC1=C(C=C)C=CC=C1 (2-Fluorostyrene), C1(CCCCC1)CNCC1CCCCC1 (N,N-dicyclohexylmethylamine), (E)-di(μ-acetato)bis(o-(di-o-tolylphosphino)benzyl)dipalladium(II), BrC1=CC(=C(C(=O)OC(C)(C)C)C=C1)NC1=CC=C(C=C1)F (tert-butyl 4-bromo-2-(4-fluoroanilino)benzoate), FC1=C(C=C)C=CC=C1 (2-fluorostyrene), C1(CCCCC1)CNCC1CCCCC1 (N,N-dicyclohexylmethylamine), C(CC(O)(C(=O)O)CC(=O)O)(=O)O (citric acid). The reagents and catalysts are C(C)(=O)[O-].[Pd+2].C(C)(=O)[O-] (palladium acetate). The solvent is CN(C(C)=O)C (N,N-dimethylacetamide), C(C)(=O)OCC (ethyl acetate). Conditions: temperature 130 celsius, time 4 hour. The product is FC1=CC=C(NC2=C(C(=O)OC(C)(C)C)C=CC(=C2)\C=C\C2=C(C=CC=C2)F)C=C1 (tert-butyl 2-(4-fluoroanilino)-4-((E)-2-(2-fluorophenyl)vinyl)benzoate). RXN SMILES: Br[C:2]1[CH:14]=[CH:13][C:5]([C:6]([O:8][C:9]([CH3:12])([CH3:11])[CH3:10])=[O:7])=[C:4]([NH:15][C:16]2[CH:21]=[CH:20][C:19]([F:22])=[CH:18][CH:17]=2)[CH:3]=1.[F:23][C:24]1[CH:31]=[CH:30][CH:29]=[CH:28][C:25]=1[CH:26]=[CH2:27].C1(CNCC2CCCCC2)CCCCC1.F[B-](F)(F)F.C(P(C(C)(C)C)C(C)(C)C)(C)(C)C.C(O)(=O)CC(CC(O)=O)(C(O)=O)O>C([O-])(=O)C.[Pd+2].C([O-])(=O)C.C(OCC)(=O)C.CN(C)C(=O)C>[F:22][C:19]1[CH:20]=[CH:21][C:16]([NH:15][C:4]2[CH:3]=[C:2](/[CH:27]=[CH:26]/[C:25]3[CH:28]=[CH:29][CH:30]=[CH:31][C:24]=3[F:23])[CH:14]=[CH:13][C:5]=2[C:6]([O:8][C:9]([CH3:12])([CH3:11])[CH3:10])=[O:7])=[CH:17][CH:18]=1 |f:3.4,6.7.8|. Procedure: To N,N-dimethylacetamide 3.0 mL solution of tert-butyl 4-bromo-2-(4-fluoroanilino)benzoate 0.15 g were added 2-fluorostyrene 0.15 g, N,N-dicyclohexylmethylamine 0.35 mL and palladium acetate 4.6 mg at room temperature, and it was stirred at 130° C. for 4 hours. 2-Fluorostyrene 0.05 g, N,N-dicyclohexylmethylamine 0.087 mL and (E)-di(μ-acetato)bis(o-(di-o-tolylphosphino)benzyl)dipalladium(II) 4.8 mg were added to it, and it was stirred at 130° C. for 2 hours. (E)-di(μ-acetato)bis(o-(di-o-tolylphos...